The task is: describe an organic reaction: reactants, conditions, products, and yield. This data is from the Open Reaction Database (ORD), a public repository of structured organic reaction records. The product is Cc1nc(-c2ccc(OCCCCCOc3ccc(C#N)cc3)cc2)c(C(C)C)s1. Starting materials: CCOC(C)=O, CN(C)C=O, Cc1nc(-c2ccc(O)cc2)c(C(C)C)s1, N#Cc1ccc(OCCCCCCl)cc1, N#Cc1ccc(OCCCCCI)cc1, [Na+], [OH-]. RXN SMILES: [CH2:49]([O:50][C:51](=[O:52])[CH3:53])[CH3:54].[CH3:55][N:56]([CH3:57])[CH:58]=[O:59].[CH:1]([CH3:2])([CH3:3])[c:4]1[c:5](-[c:10]2[cH:11][cH:12][c:13]([OH:16])[cH:14][cH:15]2)[n:6][c:7]([CH3:9])[s:8]1.[Cl:19][CH2:20][CH2:21][CH2:22][CH2:23][CH2:24][O:25][c:26]1[cH:27][cH:28][c:29]([C:30]#[N:31])[cH:32][cH:33]1.[I:34][CH2:35][CH2:36][CH2:37][CH2:38][CH2:39][O:40][c:41]1[cH:42][cH:43][c:44]([C:45]#[N:46])[cH:47][cH:48]1.[Na+:18].[OH-:17]>>[CH:1]([CH3:2])([CH3:3])[c:4]1[c:5](-[c:10]2[cH:11][cH:12][c:13]([O:16][CH2:20][CH2:21][CH2:22][CH2:23][CH2:24][O:25][c:26]3[cH:27][cH:28][c:29]([C:30]#[N:31])[cH:32][cH:33]3)[cH:14][cH:15]2)[n:6][c:7]([CH3:9])[s:8]1. The reactants are C(C1=CC=CC=C1)N[C@@H]1[C@@H](CCC1)C(=O)OCC (cis-ethyl 2-(benzylamino)cyclopentanecarboxylate). Reagents/catalysts: [Pd] (palladium on carbon). Solvent: C(C)O (ethanol). Yields the product N[C@@H]1[C@@H](CCC1)C(=O)OCC (cis-ethyl 2-aminocyclopentanecarboxylate). The yield is 92.0%. As a reaction SMILES: C([NH:8][C@H:9]1[CH2:13][CH2:12][CH2:11][C@H:10]1[C:14]([O:16][CH2:17][CH3:18])=[O:15])C1C=CC=CC=1>[Pd].C(O)C>[NH2:8][C@H:9]1[CH2:13][CH2:12][CH2:11][C@H:10]1[C:14]([O:16][CH2:17][CH3:18])=[O:15]. Procedure: A solution of cis-ethyl 2-(benzylamino)cyclopentanecarboxylate (2.99 g, 12.1 mmol), prepared according to Bartoli, G. et al., J. Org. Chem., 59:5328-5335, was hydrogenated along with 500 mg 10% palladium on carbon in 20 mL ethanol at 45 psi for 22 h. The reaction was filtered through a 45μ filter and concentrated to give cis-ethyl 2-aminocyclopentanecarboxylate (1.75 g, 92%). 1H NMR (400 MHz, CDCl3) δ ppm 4.14 (2H, q, J=7.13 Hz), 3.53-3.62 (1H, m), 2.75 (1H, td, J=8.37, 6.67 Hz), 1.93-2.11 (1H, ... Reactants: CCC1(CC)C=NC(c2ccccc2)CC=CCCC=CC1, Cl, Cl, NO, O. Yields the product CCC(C=NO)(CC)CC=CCCC=CCC(N)c1ccccc1. As a reaction SMILES: [CH2:1]([CH3:2])[C:3]1([CH2:21][CH3:22])[CH:4]=[N:5][CH:6]([c:15]2[cH:16][cH:17][cH:18][cH:19][cH:20]2)[CH2:7][CH:8]=[CH:9][CH2:10][CH2:11][CH:12]=[CH:13][CH2:14]1.[ClH:23].[ClH:24].[NH2:25][OH:26].[OH2:27]>>[CH2:1]([CH3:2])[C:3]([CH:4]=[N:25][OH:26])([CH2:14][CH:13]=[CH:12][CH2:11][CH2:10][CH:9]=[CH:8][CH2:7][CH:6]([NH2:5])[c:15]1[cH:16][cH:17][cH:18][cH:19][cH:20]1)[CH2:21][CH3:22]. The reactants are BrC1=NC=CC=C1OC(C=1C=NC=CC1)C=1C=NC=CC1 (2-bromo-3-(dipyridin-3-ylmethoxy)pyridine), O1CCNC2=C1C=CC=C2 (3,4-dihydro-2H-1,4-benzoxazine), CC(C)([O-])C.[Na+] (sodium t-butoxide). The reagents and catalysts are CC(C)([P](C(C)(C)C)([Pd][P](C(C)(C)C)(C(C)(C)C)C(C)(C)C)C(C)(C)C)C (bis(tri-t-butylphosphine)palladium(0)). Solvent: O1CCOCC1 (dioxane), O (water). Yields the product N1=CC(=CC=C1)C(OC=1C(=NC=CC1)N1CCOC2=C1C=CC=C2)C=2C=NC=CC2 (4-[3-(dipyridin-3-ylmethoxy)pyridin-2-yl]-3,4-dihydro-2H-1,4-benzoxazine). As a reaction SMILES: Br[C:2]1[C:7]([O:8][CH:9]([C:16]2[CH:17]=[N:18][CH:19]=[CH:20][CH:21]=2)[C:10]2[CH:11]=[N:12][CH:13]=[CH:14][CH:15]=2)=[CH:6][CH:5]=[CH:4][N:3]=1.[O:22]1[C:27]2[CH:28]=[CH:29][CH:30]=[CH:31][C:26]=2[NH:25][CH2:24][CH2:23]1.CC(C)([O-])C.[Na+]>O1CCOCC1.O.CC(C)([P](C(C)(C)C)([Pd][P](C(C)(C)C)(C(C)(C)C)C(C)(C)C)C(C)(C)C)C>[N:12]1[CH:13]=[CH:14][CH:15]=[C:10]([CH:9]([C:16]2[CH:17]=[N:18][CH:19]=[CH:20][CH:21]=2)[O:8][C:7]2[C:2]([N:25]3[C:26]4[CH:31]=[CH:30][CH:29]=[CH:28][C:27]=4[O:22][CH2:23][CH2:24]3)=[N:3][CH:4]=[CH:5][CH:6]=2)[CH:11]=1 |f:2.3,^1:47,53|. Procedure details: To a solution of 2-bromo-3-(dipyridin-3-ylmethoxy)pyridine (150 mg, 0.438 mmol) and 3,4-dihydro-2H-1,4-benzoxazine (59 mg, 0-438 mmol) in dry dioxane (5 mL) was added sodium t-butoxide (63 mg, 0.658 mmol), bis(tri-t-butylphosphine)palladium(0) (22 mg, 0.044 mmol). The mixture was heated to 100 C for 6 h. The reaction was cooled, diluted with water and extracted with methylene chloride. The organic layer was dried over anhydrous sodium sulfate, filtered, and the solvent evaporated. The residue wa... The reactants are FC(CO)(F)F (2,2,2-trifluoroethanol), [H-].[Na+] (sodium hydride), FC(C=1C=C(CNC(C2=CC(=NC=C2)C2=C(C=CC(=C2)F)[N+](=O)[O-])=O)C=CC1)(F)F (N-(3-(trifluoromethyl)benzyl)-2-(5-fluoro-2-nitrophenyl)isonicotinamide). The solvent is O1CCCC1 (tetrahydrofuran), O (water). Conditions: temperature 0 celsius, time 20 minute. Product: FC(C=1C=C(CNC(C2=CC(=NC=C2)C2=C(C=CC(=C2)OCC(F)(F)F)[N+](=O)[O-])=O)C=CC1)(F)F (N-(3-(trifluoromethyl)benzyl)-2-(2-nitro-5-(2,2,2-trifluoroethoxy)-phenyl)isonicotinamide). Reaction SMILES: [F:1][C:2]([F:6])([F:5])[CH2:3][OH:4].[H-].[Na+].[F:9][C:10]([F:38])([F:37])[C:11]1[CH:12]=[C:13]([CH:34]=[CH:35][CH:36]=1)[CH2:14][NH:15][C:16](=[O:33])[C:17]1[CH:22]=[CH:21][N:20]=[C:19]([C:23]2[CH:28]=[C:27](F)[CH:26]=[CH:25][C:24]=2[N+:30]([O-:32])=[O:31])[CH:18]=1>O1CCCC1.O>[F:37][C:10]([F:9])([F:38])[C:11]1[CH:12]=[C:13]([CH:34]=[CH:35][CH:36]=1)[CH2:14][NH:15][C:16](=[O:33])[C:17]1[CH:22]=[CH:21][N:20]=[C:19]([C:23]2[CH:28]=[C:27]([O:4][CH2:3][C:2]([F:6])([F:5])[F:1])[CH:26]=[CH:25][C:24]=2[N+:30]([O-:32])=[O:31])[CH:18]=1 |f:1.2|. Reported procedure: Into a 50-mL round-bottom flask, was placed a solution of 2,2,2-trifluoroethanol (150 mg, 1.50 mmol, 2.00 equiv) in tetrahydrofuran (10 mL). This was followed by the addition of sodium hydride (180 mg, 7.50 mmol, 10.00 equiv), in portions at 0° C. The resulting solution was stirred for 20 min at 0° C. in an ice/salt bath. To this was added N-(3-(trifluoromethyl)benzyl)-2-(5-fluoro-2-nitrophenyl)isonicotinamide 14d (300 mg, 0.72 mmol, 1.00 equiv). The resulting solution was stirred overnight at r... The reactants are [CH-]1C=CC2=CC=CC=C12.[Li+] (Lithium indenide), C[SiH](C)N(C(C)(C)C)Cl (dimethylsilyl(t-butylamino)chloride). The solvent is C1CCOC1 (THF), C1CCOC1 (THF). Reaction conditions: time 6.5 hour. The product is C[SiH](C)N(C(C)(C)C)C1C=CC2=CC=CC=C12 (Dimethylsilyl(indenyl)(t-butylamine)). Isolated yield 73.6%. Reaction SMILES: [CH-:1]1[C:9]2[C:4](=[CH:5][CH:6]=[CH:7][CH:8]=2)[CH:3]=[CH:2]1.[Li+].[CH3:11][SiH:12]([N:14](Cl)[C:15]([CH3:18])([CH3:17])[CH3:16])[CH3:13]>C1COCC1>[CH3:11][SiH:12]([N:14]([CH:1]1[C:9]2[C:4](=[CH:5][CH:6]=[CH:7][CH:8]=2)[CH:3]=[CH:2]1)[C:15]([CH3:18])([CH3:17])[CH3:16])[CH3:13] |f:0.1|. Reported procedure: Lithium indenide (1.73 g, 0.014 moles) in THF (50 mL) was added drop wise to a solution of dimethylsilyl(t-butylamino)chloride (3.53 g, 0.021 moles) in THF (75 mL). This mixture was allowed to stir for 6.5 hrs. And the volatile materials were removed. The residue was extracted and filtered using hexane. Removal of the hexane resulted in the isolation of the desired product as an oil (2.53 g, 74.3% yield). Starting materials: ClC1=CC=C(C(=S)N)C=C1 (4-chlorothiobenzamide), CI (methyl iodide). Solvent: CC(=O)C (acetone). Reaction conditions: time 2 hour. The product is I.ClC1=CC=C(C=C1)C(=N)SC (4-chlorobenzenecarboximidothioic acid, methyl ester, hydroiodide). Reaction SMILES: [Cl:1][C:2]1[CH:10]=[CH:9][C:5]([C:6]([NH2:8])=[S:7])=[CH:4][CH:3]=1.[CH3:11][I:12]>CC(C)=O>[IH:12].[Cl:1][C:2]1[CH:10]=[CH:9][C:5]([C:6]([S:7][CH3:11])=[NH:8])=[CH:4][CH:3]=1 |f:3.4|. Procedure details: A 17.16 g portion of 4-chlorothiobenzamide was dissolved in 80 ml of acetone and 15.14 g of methyl iodide was added. The mixture was stirred for 2 hours and then the solid was collected, washed with acetone and dried, giving 21.3 g of 4-chlorobenzenecarboximidothioic acid, methyl ester, hydroiodide.